From a dataset of the Open Reaction Database (ORD), a public repository of structured organic reaction records. describe an organic reaction: reactants, conditions, products, and yield The reactants are 60, C(C)O (ethanol), [BH4-].[Na+] (sodium borohydride), C(C)(=O)N1CCC(CC1)CC(C1=CC=C(C=C1)N(C)C)=O (1-Acetyl-4-(4-dimethylaminobenzoylmethyl)piperidine). Run in O (water), ClCCl (dichloromethane), O (water). The product is C(C)(=O)N1CCC(CC1)CC(C1=CC=C(C=C1)N(C)C)O (1-Acetyl-4-[2-hydroxy-2-(4-dimethylaminophenyl)ethyl]piperidine). Reaction SMILES: C(O)C.[C:4]([N:7]1[CH2:12][CH2:11][CH:10]([CH2:13][C:14](=[O:24])[C:15]2[CH:20]=[CH:19][C:18]([N:21]([CH3:23])[CH3:22])=[CH:17][CH:16]=2)[CH2:9][CH2:8]1)(=[O:6])[CH3:5].[BH4-].[Na+]>ClCCl.O>[C:4]([N:7]1[CH2:12][CH2:11][CH:10]([CH2:13][CH:14]([OH:24])[C:15]2[CH:16]=[CH:17][C:18]([N:21]([CH3:22])[CH3:23])=[CH:19][CH:20]=2)[CH2:9][CH2:8]1)(=[O:6])[CH3:5] |f:2.3|. Procedure: In a solvent mixture of 60 mi of ethanol and 30 ml of water was dissolved 2.93 g of 1-acetyl-4-(4-dimethyiaminobenzoylmethyl)piperidine prepared in Example 39, and at room temperature, 1 9 of sodium borohydride was gradually added. The reaction mixture was diluted with dichloromethane and water for distiribution and the dichloromethane layer was dried over anhydrous magnesium sulfate. The solvent was then distilled off and the oily residue was purified by silica gel column chromatography (eluent...